From a dataset of the Open Reaction Database (ORD), a public repository of structured organic reaction records. describe an organic reaction: reactants, conditions, products, and yield Yields the product C(C)OC(COC1=C(C=C(C=C1)SC1=CC(=CC(=C1)C#CCN1CCOCC1)OCC1CC1)C)=O ({4-[3-Cyclopropylmethoxy-5-(3-morpholin-4-yl-prop-1-ynyl)-phenylsulfanyl]-2-methyl-phenoxy}-acetic Acid Ethyl Ester). Procedure details: The title product was prepared from [4-(3-Bromo-5-cyclopropylmethoxy-phenylsulfanyl)-2-methyl-phenoxy]-acetic acid ethyl ester (250 mg; 0.55 mmol) and 4-prop-2-ynyl-morpholine (208 mg; 1.7 mmol) applying the procedure described for {4-[3-[2-(4-Chlorophenyl)-ethoxy]-5-(4-hydroxymethyl-phenylethynyl)-phenylsulfanyl]-2-methyl-phenoxy}-acetic acid ethyl ester. The crude product was purified by preparative HPLC (method B). Yield: 205 mg; 75%. HPLC-MS: m/z: 496.1 (M+H)+; Rt: 2.04 min. Reactants: C(C)OC(COC1=C(C=C(C=C1)SC1=CC(=CC(=C1)OCC1CC1)Br)C)=O ([4-(3-Bromo-5-cyclopropylmethoxy-phenylsulfanyl)-2-methyl-phenoxy]-acetic acid ethyl ester), C(C#C)N1CCOCC1 (4-prop-2-ynyl-morpholine), C(C)OC(COC1=C(C=C(C=C1)SC1=CC(=CC(=C1)C#CC1=CC=C(C=C1)CO)OCCC1=CC=C(C=C1)Cl)C)=O ({4-[3-[2-(4-Chlorophenyl)-ethoxy]-5-(4-hydroxymethyl-phenylethynyl)-phenylsulfanyl]-2-methyl-phenoxy}-acetic acid ethyl ester). As a reaction SMILES: [CH2:1]([O:3][C:4](=[O:27])[CH2:5][O:6][C:7]1[CH:12]=[CH:11][C:10]([S:13][C:14]2[CH:19]=[C:18]([O:20][CH2:21][CH:22]3[CH2:24][CH2:23]3)[CH:17]=[C:16](Br)[CH:15]=2)=[CH:9][C:8]=1[CH3:26])[CH3:2].[CH2:28]([N:31]1[CH2:36][CH2:35][O:34][CH2:33][CH2:32]1)[C:29]#[CH:30].C(OC(=O)COC1C=CC(SC2C=C(C#CC3C=CC(CO)=CC=3)C=C(OCCC3C=CC(Cl)=CC=3)C=2)=CC=1C)C>>[CH2:1]([O:3][C:4](=[O:27])[CH2:5][O:6][C:7]1[CH:12]=[CH:11][C:10]([S:13][C:14]2[CH:15]=[C:16]([C:30]#[C:29][CH2:28][N:31]3[CH2:36][CH2:35][O:34][CH2:33][CH2:32]3)[CH:17]=[C:18]([O:20][CH2:21][CH:22]3[CH2:24][CH2:23]3)[CH:19]=2)=[CH:9][C:8]=1[CH3:26])[CH3:2].